From a dataset of the Open Reaction Database (ORD), a public repository of structured organic reaction records. describe an organic reaction: reactants, conditions, products, and yield The reactants are Cl.NCCNS(=O)(=O)C1=C(N(C2=CC=C(C=C12)Br)S(=O)(=O)C1=CC=CC=C1)C(=O)OCC (Ethyl 3-{[(2-aminoethyl)amino]sulfonyl}-5-bromo-1-(phenylsulfonyl)-1H-indole-2-carboxylate hydrochloride), COC1=CC=C(C=O)C=C1 (4-methoxybenzaldehyde), C(C)(=O)O[BH-](OC(C)=O)OC(C)=O.[Na+] (sodium triacetoxyborohydride). Solvent: ClC(C)Cl (dichloroethane), CCOC(=O)C (EtOAc). Conditions: time 1.5 hour. The product is BrC=1C=C2C(=C(N(C2=CC1)S(=O)(=O)C1=CC=CC=C1)C(=O)OCC)S(=O)(=O)NCCNCC1=CC=C(C=C1)OC (Ethyl 5-bromo-3-[({2-[(4-methoxybenzyl)amino]ethyl}amino)sulfonyl]-1-(phenylsulfonyl)-1H-indole-2-carboxylate). RXN SMILES: Cl.[NH2:2][CH2:3][CH2:4][NH:5][S:6]([C:9]1[C:17]2[C:12](=[CH:13][CH:14]=[C:15]([Br:18])[CH:16]=2)[N:11]([S:19]([C:22]2[CH:27]=[CH:26][CH:25]=[CH:24][CH:23]=2)(=[O:21])=[O:20])[C:10]=1[C:28]([O:30][CH2:31][CH3:32])=[O:29])(=[O:8])=[O:7].[CH3:33][O:34][C:35]1[CH:42]=[CH:41][C:38]([CH:39]=O)=[CH:37][CH:36]=1.C(O[BH-](OC(=O)C)OC(=O)C)(=O)C.[Na+]>ClC(Cl)C.CCOC(C)=O>[Br:18][C:15]1[CH:16]=[C:17]2[C:12](=[CH:13][CH:14]=1)[N:11]([S:19]([C:22]1[CH:27]=[CH:26][CH:25]=[CH:24][CH:23]=1)(=[O:21])=[O:20])[C:10]([C:28]([O:30][CH2:31][CH3:32])=[O:29])=[C:9]2[S:6]([NH:5][CH2:4][CH2:3][NH:2][CH2:39][C:38]1[CH:41]=[CH:42][C:35]([O:34][CH3:33])=[CH:36][CH:37]=1)(=[O:8])=[O:7] |f:0.1,3.4|. Procedure: The product from Example 89, Step A was combined with 1.2 equivalents of 4-methoxybenzaldehyde and 1.5 equivalent of sodium triacetoxyborohydride in dichloroethane. The reaction was stirred for 1.5 hours at room temperature, was diluted with EtOAc and washed with sat. NaHCO3 and brine. The solution was dried with Na2SO4 and concentrated in vacuo to give the titled compound. ESI+ MS: 651 [M+H]+. Reactants: FC1=CC=C(C=C1)N1C(C(=C(C2=NC=C(C=C12)CC1=CC=C(C=C1)F)O)C(=O)OCC)=O (ethyl 1-(4-fluorophenyl)-7-[(4-fluorophenyl)methyl]-4-hydroxy-2-oxo-1,2-dihydro-1,5-naphthyridine-3-carboxylate), NC(CO)C (2-amino-1-propanol). Product: FC1=CC=C(C=C1)N1C(C(=C(C2=NC=C(C=C12)CC1=CC=C(C=C1)F)O)C(=O)NC(CO)C)=O (1-(4-fluorophenyl)-7-[(4-fluorophenyl)methyl]-4-hydroxy-N-(2-hydroxy-1-methylethyl)-2-oxo-1,2-dihydro-1,5-naphthyridine-3-carboxamide). The yield is 44.0%. As a reaction SMILES: [F:1][C:2]1[CH:7]=[CH:6][C:5]([N:8]2[C:17]3[C:12](=[N:13][CH:14]=[C:15]([CH2:18][C:19]4[CH:24]=[CH:23][C:22]([F:25])=[CH:21][CH:20]=4)[CH:16]=3)[C:11]([OH:26])=[C:10]([C:27](OCC)=[O:28])[C:9]2=[O:32])=[CH:4][CH:3]=1.[NH2:33][CH:34]([CH3:37])[CH2:35][OH:36]>>[F:1][C:2]1[CH:3]=[CH:4][C:5]([N:8]2[C:17]3[C:12](=[N:13][CH:14]=[C:15]([CH2:18][C:19]4[CH:24]=[CH:23][C:22]([F:25])=[CH:21][CH:20]=4)[CH:16]=3)[C:11]([OH:26])=[C:10]([C:27]([NH:33][CH:34]([CH3:37])[CH2:35][OH:36])=[O:28])[C:9]2=[O:32])=[CH:6][CH:7]=1. Procedure: In a similar manner to that described in example 196, from ethyl 1-(4-fluorophenyl)-7-[(4-fluorophenyl)methyl]-4-hydroxy-2-oxo-1,2-dihydro-1,5-naphthyridine-3-carboxylate (20 mg, 0.043 mmol) and 2-amino-1-propanol (0.05 mL), was prepared 1-(4-fluorophenyl)-7-[(4-fluorophenyl)methyl]-4-hydroxy-N-(2-hydroxy-1-methylethyl)-2-oxo-1,2-dihydro-1,5-naphthyridine-3-carboxamide (8.8 mg, 44% yield) as a white solid after purification by reverse phase HPLC. 1H NMR (CDCl3) δ 10.06 (d, J=7.6 Hz, 1 H), 8.53 (... Starting materials: O=C([O-])[O-], COc1ccc(S(=O)(=O)Cl)c(OC)c1, CCOC(C)=O, [H-], [K+], [K+], [Na+], CN(C)C(=O)C1CC(F)CN1C1(c2cccc3c2OCO3)C(=O)Nc2ccc(Cl)cc21, C1CCOC1. The product is COc1ccc(S(=O)(=O)N2C(=O)C(c3cccc4c3OCO4)(N3CC(F)CC3C(=O)N(C)C)c3cc(Cl)ccc32)c(OC)c1. Reaction SMILES: [C:48](=[O:49])([O-:50])[O-:51].[CH3:34][O:35][c:36]1[c:37]([S:44](=[O:45])(=[O:46])[Cl:47])[cH:38][cH:39][c:40]([O:42][CH3:43])[cH:41]1.[CH3:59][CH2:60][O:61][C:62](=[O:63])[CH3:64].[H-:32].[K+:52].[K+:53].[Na+:33].[O:1]1[CH2:2][O:3][c:4]2[c:5]1[cH:6][cH:7][cH:8][c:9]2[C:10]1([N:21]2[CH:22]([C:23](=[O:24])[N:25]([CH3:26])[CH3:27])[CH2:28][CH:29]([F:31])[CH2:30]2)[C:11](=[O:20])[NH:12][c:13]2[cH:14][cH:15][c:16]([Cl:19])[cH:17][c:18]21.[O:54]1[CH2:55][CH2:56][CH2:57][CH2:58]1>>[O:1]1[CH2:2][O:3][c:4]2[c:5]1[cH:6][cH:7][cH:8][c:9]2[C:10]1([N:21]2[CH:22]([C:23](=[O:24])[N:25]([CH3:26])[CH3:27])[CH2:28][CH:29]([F:31])[CH2:30]2)[C:11](=[O:20])[N:12]([S:44]([c:37]2[c:36]([O:35][CH3:34])[cH:41][c:40]([O:42][CH3:43])[cH:39][cH:38]2)(=[O:45])=[O:46])[c:13]2[cH:14][cH:15][c:16]([Cl:19])[cH:17][c:18]21. Reactants: [N+](=[N-])=C (diazomethane), CO (MeOH), [N+](=O)([O-])C1=CC=C(C(=O)O)C=C1 (4-Nitrobenzoic acid). Run in C1(=CC=CC=C1)C (toluene), C1(=CC=CC=C1)C (toluene). Conditions: time 2 hour. Product: [N+](=O)([O-])C1=CC=C(C(=O)OC)C=C1 (methyl 4-nitrobenzoate). Reaction SMILES: [N+:1]([C:4]1[CH:12]=[CH:11][C:7]([C:8]([OH:10])=[O:9])=[CH:6][CH:5]=1)([O-:3])=[O:2].[N+](=[CH2:15])=[N-].CO>C1(C)C=CC=CC=1>[N+:1]([C:4]1[CH:5]=[CH:6][C:7]([C:8]([O:10][CH3:15])=[O:9])=[CH:11][CH:12]=1)([O-:3])=[O:2]. Reported procedure: 4-Nitrobenzoic acid (5 g; 29.92 mmol; 1 eq.) is dissolved in toluene (37.5 ml). Timethylsilyl diazomethane in toluene and MeOH (1/1)(45 ml; 2 M; 89.76 mmol; 3 eq.) is added dropwise. The solution is stirred at rt for 2 h. Solvents are removed affording methyl 4-nitrobenzoate as a yellow powder (5.42 g; 100%). Starting materials: QAE-Sephadex, CC(=O)N[C@@H]1[C@H]([C@@H]([C@H](OC1O)CO)O[C@H]2[C@@H]([C@H]([C@H]([C@H](O2)CO)O)O)O)O (LacNAc), C1=CN(C(=O)NC1=O)[C@H]2[C@@H]([C@@H]([C@H](O2)COP(=O)(O)OP(=O)(O)O[C@@H]3[C@@H]([C@H]([C@H]([C@H](O3)CO)O)O)O)O)O (UDP-Gal), Mn2+, C1=CN(C(=O)NC1=O)[C@H]2[C@@H]([C@@H]([C@H](O2)COP(=O)(O)OP(=O)(O)O[C@@H]3[C@@H]([C@H]([C@H]([C@H](O3)CO)O)O)O)O)O (UDP-Gal). Run in solution, [As]([O-])(=O)(C)C (cacodylate). Run at time 30 minute. Yields the product OC1[C@@H]([C@@H](O)[C@H](O)[C@H](O1)CO)NC(=O)C (GlcNAc). As a reaction SMILES: [CH3:1][C:2]([NH:4][C@H:5]1[CH:10]([OH:11])[O:9][C@H:8]([CH2:12][OH:13])[C@@H:7]([O:14][C@@H]2O[C@H](CO)[C@H](O)[C@H](O)[C@H]2O)[C@@H:6]1[OH:26])=[O:3].C1C(=O)NC(=O)N([C@@H]2O[C@H](COP(OP(O[C@H]3O[C@H](CO)[C@H](O)[C@H](O)[C@H]3O)(O)=O)(O)=O)[C@@H](O)[C@H]2O)C=1>[As](C)(C)(=O)[O-]>[OH:11][CH:10]1[O:9][C@H:8]([CH2:12][OH:13])[C@@H:7]([OH:14])[C@H:6]([OH:26])[C@H:5]1[NH:4][C:2]([CH3:1])=[O:3]. Procedure: Initial velocities of the enzyme reaction were determined by measuring the rate of LacNAc formation with a slight modification of the assay by Pierce et al. [Pierce et al., Anal. Biochem., 102:441 (1980)]. All the reactions were carried out in 100 mM cacodylate buffer (pH 7.5) with fixed concentrations of Mn2+ (9.3 mM) and UDP-Gal (0.1 mM; 58.5 cpm/pmol of UDP-14C-Gal) in 100 mL of solution. The reaction was initiated by the addition of GalT (0.05 U, 120 mg protein; from Sigma) and permitted to ... The reactants are C(C)OC(C1=C(C(=CC=C1)SC1=C(NC2=CC(=CC=C12)Cl)C)C)=O (3-(6-chloro-2-methyl-1H-indol-3-ylsulfanyl)-2-methyl-benzoic acid ethyl ester), BrC=1C=NN(C1)CC (4-bromo-1-ethylpyrazole). The product is C(C)OC(C1=C(C(=CC=C1)SC1=C(N(C2=CC(=CC=C12)Cl)C=1C=NN(C1)CC)C)C)=O (3-[6-Chloro-2-methyl-1-(1-ethyl-1H-pyrazol-4-yl)-1H-indol-3-ylsulfanyl]-2-methyl-benzoic acid ethyl ester). RXN SMILES: [CH2:1]([O:3][C:4](=[O:24])[C:5]1[CH:10]=[CH:9][CH:8]=[C:7]([S:11][C:12]2[C:20]3[C:15](=[CH:16][C:17]([Cl:21])=[CH:18][CH:19]=3)[NH:14][C:13]=2[CH3:22])[C:6]=1[CH3:23])[CH3:2].Br[C:26]1[CH:27]=[N:28][N:29]([CH2:31][CH3:32])[CH:30]=1>>[CH2:1]([O:3][C:4](=[O:24])[C:5]1[CH:10]=[CH:9][CH:8]=[C:7]([S:11][C:12]2[C:20]3[C:15](=[CH:16][C:17]([Cl:21])=[CH:18][CH:19]=3)[N:14]([C:26]3[CH:27]=[N:28][N:29]([CH2:31][CH3:32])[CH:30]=3)[C:13]=2[CH3:22])[C:6]=1[CH3:23])[CH3:2]. Procedure details: Prepared according to the procedure described in Example 42, Step 4, using the following starting materials: 3-(6-chloro-2-methyl-1H-indol-3-ylsulfanyl)-2-methyl-benzoic acid ethyl ester and 4-bromo-1-ethylpyrazole. Reactants: N1=CC=CC2=CC(=CC=C12)C(=O)O (6-quinoline carboxylic acid), C1(CCCCC1)N=C=NC1CCCCC1 (N,N′-dicyclohexylcarbodiimide), N1C=CC2=NC=CC=C21 (1H-Pyrrolo[3,2-b]pyridine), C(C1=CC=CC=C1)OC1=CC=C(CN)C=C1 (4-benzyloxybenzylamine). The solvent is O1CCCC1 (tetrahydrofuran), O1CCCC1 (tetrahydrofuran). Reaction conditions: time 1 hour. The product is C(C1=CC=CC=C1)OC1=CC=C(CNC(=O)C=2C=C3C=CC=NC3=CC2)C=C1 (Quinoline-6-carboxylic acid 4-benzyloxybenzylamide). RXN SMILES: [N:1]1[C:10]2[C:5](=[CH:6][C:7]([C:11]([OH:13])=O)=[CH:8][CH:9]=2)[CH:4]=[CH:3][CH:2]=1.C1(N=C=NC2CCCCC2)CCCCC1.[CH2:29]([O:36][C:37]1[CH:44]=[CH:43][C:40]([CH2:41][NH2:42])=[CH:39][CH:38]=1)[C:30]1[CH:35]=[CH:34][CH:33]=[CH:32][CH:31]=1.N1C2C(=NC=CC=2)C=C1>O1CCCC1>[CH2:29]([O:36][C:37]1[CH:38]=[CH:39][C:40]([CH2:41][NH:42][C:11]([C:7]2[CH:6]=[C:5]3[C:10](=[CH:9][CH:8]=2)[N:1]=[CH:2][CH:3]=[CH:4]3)=[O:13])=[CH:43][CH:44]=1)[C:30]1[CH:31]=[CH:32][CH:33]=[CH:34][CH:35]=1. Reported procedure: To a solution of 6-quinoline carboxylic acid (100 mg, 0.577 mmol) in tetrahydrofuran (50 mL) was added N,N′-dicyclohexylcarbodiimide (1.90 g, 11.7 mmol), and the solution was stirred at room temperature for 1 hour. Then, to this solution was added a solution of 4-benzyloxybenzylamine described in Preparation Example 1 (2.49 g, 11.7 mmol) in tetrahydrofuran (5 mL), and the solution was stirred overnight at room temperature. The solvent was evaporated, the residue was purified by NH silica gel col... The reactants are N(=[N+]=[N-])[C@H](C(=O)N1CSCC1)C1CCC(CC1)CO[Si](C(C)C)(C(C)C)C(C)C (3-[(2S)-2-Azido-2-(4-{[(triisopropylsilyl)oxy]methyl}cyclohexyl)-ethanoyl]-1,3-thiazolidine). Run in O (H2O), C(C)#N (acetonitrile). Reaction conditions: time 2 hour. Yields the product N(=[N+]=[N-])[C@H](C(N1CSCC1)=O)C1CCC(CC1)CO ({4-[(1S)-1-azido-2-oxo-2-(1,3-thiazolidin-3-yl)ethyl]cyclohexyl}methanol). Yield: 94.6%. Reaction SMILES: [N:1]([C@@H:4]([CH:12]1[CH2:17][CH2:16][CH:15]([CH2:18][O:19][Si](C(C)C)(C(C)C)C(C)C)[CH2:14][CH2:13]1)[C:5]([N:7]1[CH2:11][CH2:10][S:9][CH2:8]1)=[O:6])=[N+:2]=[N-:3]>O.C(#N)C>[N:1]([C@@H:4]([CH:12]1[CH2:17][CH2:16][CH:15]([CH2:18][OH:19])[CH2:14][CH2:13]1)[C:5](=[O:6])[N:7]1[CH2:11][CH2:10][S:9][CH2:8]1)=[N+:2]=[N-:3]. Procedure details: 3-[(2S)-2-Azido-2-(4-{[(triisopropylsilyl)oxy]methyl}cyclohexyl)-ethanoyl]-1,3-thiazolidine (isomer II, 130 mg, 0.29 mmol) from Example 6, Step I was dissolved in 3 mL of 15% HF (45% in H2O) in acetonitrile and stirred for 2 h. The solvent was removed and the residue was dissolved in ethyl acetate and then neutralized with aqueous sodium bicarbonate. The organics were separated, dried (Na2SO4) and filtered. Evaporation of the solvent afforded 78 mg of {4-[(1S)-1-azido-2-oxo-2-(1,3-thiazolidin-3-...